This data is from the Open Reaction Database (ORD), a public repository of structured organic reaction records. The task is: describe an organic reaction: reactants, conditions, products, and yield Reactants: NC=1C(=NC=C(C1)C(F)(F)F)S (3-amino-5-trifluoromethylpyridine-2-thiol), Cl.C(C)SC1=CC=NC=C1C(=O)O (4-ethylsulfanylnicotinic acid hydrochloride), CCN=C=NCCCN(C)C.Cl (EDCI hydrochloride), C=1C=CC2=C(C1)N=NN2O (HOBt). Solvent: N1=CC=CC=C1 (pyridine), O (Water). Reaction conditions: time 2 hour. Yields the product C(C)SC1=CC=NC=C1C(=O)NC=1C(=NC=C(C1)C(F)(F)F)S (4-ethylsulfanyl-N-[2-mercapto-5-(trifluoromethyl)pyridin-3-yl]nicotinamide). Isolated yield 59.3%. RXN SMILES: [NH2:1][C:2]1[C:3]([SH:12])=[N:4][CH:5]=[C:6]([C:8]([F:11])([F:10])[F:9])[CH:7]=1.Cl.[CH2:14]([S:16][C:17]1[C:22]([C:23](O)=[O:24])=[CH:21][N:20]=[CH:19][CH:18]=1)[CH3:15].CCN=C=NCCCN(C)C.Cl.C1C=CC2N(O)N=NC=2C=1>O.N1C=CC=CC=1>[CH2:14]([S:16][C:17]1[C:22]([C:23]([NH:1][C:2]2[C:3]([SH:12])=[N:4][CH:5]=[C:6]([C:8]([F:9])([F:11])[F:10])[CH:7]=2)=[O:24])=[CH:21][N:20]=[CH:19][CH:18]=1)[CH3:15] |f:1.2,3.4|. Procedure details: A mixture of 450 mg of 3-amino-5-trifluoromethylpyridine-2-thiol, 637 mg of 4-ethylsulfanylnicotinic acid hydrochloride, 532 mg of EDCI hydrochloride, 31 mg of HOBt and 5 ml of pyridine was stirred at room temperature for 2 hours and then stirred at 60° C. for 30 minutes. Water was poured to the reaction mixture, and the precipitated solid was filtered. The resulting solid was washed with water and n-hexane and then dried to obtain 494 mg of 4-ethylsulfanyl-N-[2-mercapto-5-(trifluoromethyl)pyrid... The reactants are [Cl-].N[N+]1=C(N(C(=C1)CCl)N)C (1,3-diamino-4-(chloromethyl)-2-methylimidazolium chloride), CN(C1=CC=C(C=O)C=C1)C (4-dimethylaminobenzaldehyde). The solvent is C(C)(=O)O (acetic acid). Conditions: time 36 hour. The product is [Cl-].CN(C1=CC=C(C=N[N+]2=C(N(C(=C2)CCl)N=CC2=CC=C(C=C2)N(C)C)C)C=C1)C (1,3-bis[[p-(dimethylamino)benzylidene]amino]-4-(chloromethyl)-2-methylimidazolium chloride). As a reaction SMILES: [Cl-].[NH2:2][N+:3]1[CH:7]=[C:6]([CH2:8][Cl:9])[N:5]([NH2:10])[C:4]=1[CH3:11].[CH3:12][N:13]([CH3:22])[C:14]1[CH:21]=[CH:20][C:17]([CH:18]=O)=[CH:16][CH:15]=1>C(O)(=O)C>[Cl-:9].[CH3:12][N:13]([CH3:22])[C:14]1[CH:21]=[CH:20][C:17]([CH:18]=[N:2][N+:3]2[CH:7]=[C:6]([CH2:8][Cl:9])[N:5]([N:10]=[CH:18][C:17]3[CH:20]=[CH:21][C:14]([N:13]([CH3:22])[CH3:12])=[CH:15][CH:16]=3)[C:4]=2[CH3:11])=[CH:16][CH:15]=1 |f:0.1,4.5|. Procedure details: 0.985 g (5 mmol) of 1,3-diamino-4-(chloromethyl)-2-methylimidazolium chloride and 7.45 g (50 mmol) of 4-dimethylaminobenzaldehyde are dissolved in 250 ml of glacial acetic acid. The solution is left to stand at room temperature for 36 hours and evaporated. The residue is placed on a column loaded with 150 g of silica gel (particle size 0.063-0.2 mm) and the product is eluted with chloroform/methanol (9:1). The eluate is evaporated and the product is crystallized from ethanol/ether. There is obta...